From a dataset of the Open Reaction Database (ORD), a public repository of structured organic reaction records. describe an organic reaction: reactants, conditions, products, and yield The reactants are C1=CC(=C(C=C1SSC2=CC(=C(C=C2)[N+](=O)[O-])C(=O)O)C(=O)O)[N+](=O)[O-] (DTNB), SC(C)O (Mercaptoethanol), C1CC(CCC1CN2C(=O)C=CC2=O)C(=O)ON3C(=O)CCC3=O.C(CCCCC)(=O)[O-] (SMCC caproate), C(=O)(O)CCCCCNC(=O)C1CCC(CC1)CN1C(C(CC1=O)CCC(=O)O)=S (N-[4-(5-carboxypentylcarbamoyl)-cyclohexylmethyl]-2-(carboxy)ethyl thiosuccinimide), thiol. Reaction conditions: time 12 hour. Yields the product C(=O)(O)CCCCCNC(=O)C1CCC(CC1)CN1C(C(CC1=O)CCO)=S (N-[4-(5-carboxypentylcarbamoyl)-cyclohexylmethyl]-2-(hydroxy)ethyl thiosuccinimide). RXN SMILES: SC([OH:4])C.C1C(CN2C(=O)C=CC2=O)CCC(C(ON2C(=O)CCC2=O)=O)C1.C([O-])(=O)CCCCC.C1C(SSC2C=CC([N+]([O-])=O)=C(C(O)=O)C=2)=CC(C(O)=O)=C([N+]([O-])=O)C=1.[C:63]([CH2:66][CH2:67][CH2:68][CH2:69][CH2:70][NH:71][C:72]([CH:74]1[CH2:79][CH2:78][CH:77]([CH2:80][N:81]2[C:85](=[O:86])[CH2:84][CH:83]([CH2:87][CH2:88]C(O)=O)[C:82]2=[S:92])[CH2:76][CH2:75]1)=[O:73])([OH:65])=[O:64]>>[C:63]([CH2:66][CH2:67][CH2:68][CH2:69][CH2:70][NH:71][C:72]([CH:74]1[CH2:79][CH2:78][CH:77]([CH2:80][N:81]2[C:85](=[O:86])[CH2:84][CH:83]([CH2:87][CH2:88][OH:4])[C:82]2=[S:92])[CH2:76][CH2:75]1)=[O:73])([OH:65])=[O:64] |f:1.2|. Procedure: Mercaptoethanol (0.0045 ml of 1.43M solution in dimethylformamide, 6.4×10-6 mol) was added to SMCC-caproate (0.016 ml, 6.4×10-6 mol) in pyridine (see Example 6). The solution was gassed with argon and the tube sealed. After 12 hr at room temperature, no thiol remained (as determined by reaction with DTNB) and the solvents were removed in vacuo. The residue was dissolved in 0.03 ml of 0.2M potassium phosphate, pH 7, to make a 213 mM solution of the desired compound (see FIG. 1D). Starting materials: CCOC(=O)c1cn(CC)c2cc(-c3ccccc3)c(F)cc2c1=O, Cl, [Na+], [OH-], O. Yields the product CCn1cc(C(=O)O)c(=O)c2cc(F)c(-c3ccccc3)cc21. Reaction SMILES: [CH2:1]([CH3:2])[n:3]1[cH:4][c:5]([C:21](=[O:22])[O:23][CH2:24][CH3:25])[c:6](=[O:20])[c:7]2[cH:8][c:9]([F:19])[c:10](-[c:13]3[cH:14][cH:15][cH:16][cH:17][cH:18]3)[cH:11][c:12]12.[ClH:28].[Na+:27].[OH-:26].[OH2:29]>>[CH2:1]([CH3:2])[n:3]1[cH:4][c:5]([C:21](=[O:22])[OH:23])[c:6](=[O:20])[c:7]2[cH:8][c:9]([F:19])[c:10](-[c:13]3[cH:14][cH:15][cH:16][cH:17][cH:18]3)[cH:11][c:12]12. The reactants are CS(=O)(=O)O, CO, CS(=O)(=O)N1CCN(c2nc3c(N4CCOCC4)nc(-c4cnc(N)nc4)nc3n2CC2CC2)CC1, ClCCl. Yields the product CS(=O)(=O)O, CS(=O)(=O)N1CCN(c2nc3c(N4CCOCC4)nc(-c4cnc(N)nc4)nc3n2CC2CC2)CC1. As a reaction SMILES: [CH3:37][S:38]([OH:39])(=[O:40])=[O:41].[CH3:42][OH:43].[CH:1]1([CH2:4][n:5]2[c:6]3[n:7][c:8](-[c:30]4[cH:31][n:32][c:33]([NH2:36])[n:34][cH:35]4)[n:9][c:10]([N:24]4[CH2:25][CH2:26][O:27][CH2:28][CH2:29]4)[c:11]3[n:12][c:13]2[N:14]2[CH2:15][CH2:16][N:17]([S:20](=[O:21])(=[O:22])[CH3:23])[CH2:18][CH2:19]2)[CH2:2][CH2:3]1.[Cl:44][CH2:45][Cl:46]>>[CH3:37][S:38](=[O:39])(=[O:40])[OH:41].[CH:1]1([CH2:4][n:5]2[c:6]3[n:7][c:8](-[c:30]4[cH:31][n:32][c:33]([NH2:36])[n:34][cH:35]4)[n:9][c:10]([N:24]4[CH2:25][CH2:26][O:27][CH2:28][CH2:29]4)[c:11]3[n:12][c:13]2[N:14]2[CH2:15][CH2:16][N:17]([S:20](=[O:21])(=[O:22])[CH3:23])[CH2:18][CH2:19]2)[CH2:2][CH2:3]1.